From a dataset of the Open Reaction Database (ORD), a public repository of structured organic reaction records. describe an organic reaction: reactants, conditions, products, and yield Reactants: C(C)(=O)OCC (ethyl acetate), O(C1=CC=CC=C1)C1=CC=C(C=C1)O (4-phenoxyphenol), C([O-])([O-])=O.[K+].[K+] (potassium carbonate), BrC=1SC=C(C1)CCl (2-bromo-4-chloromethylthiophene). Solvent: CN(C=O)C (dimethylformamide). Run at temperature 80 celsius, time 12 hour. Product: BrC=1SC=C(C1)COC1=C(C=CC=C1)OC1=CC=CC=C1 (2-bromo-4-[(phenoxyphenoxy)-methyl]-thiophene). Isolated yield 113.5%. As a reaction SMILES: [O:1]([C:8]1[CH:13]=[CH:12][C:11](O)=[CH:10][CH:9]=1)[C:2]1[CH:7]=[CH:6][CH:5]=[CH:4][CH:3]=1.[C:15](=[O:18])([O-])[O-].[K+].[K+].[Br:21][C:22]1[S:23][CH:24]=[C:25](CCl)[CH:26]=1.C(OCC)(=O)C>CN(C)C=O>[Br:21][C:22]1[S:23][CH:24]=[C:25]([CH2:15][O:18][C:3]2[CH:4]=[CH:5][CH:6]=[CH:7][C:2]=2[O:1][C:8]2[CH:13]=[CH:12][CH:11]=[CH:10][CH:9]=2)[CH:26]=1 |f:1.2.3|. Reported procedure: 7.44 g of 4-phenoxyphenol and 5.52 g of potassium carbonate are stirred in 50 ml of anhydrous dimethylformamide for 1 hour at 70° C. 5.52 g of 2-bromo-4-chloromethylthiophene is then dripped in, and the mixture is stirred for a further 12 hours at 80° C., and at room temperature (approx. 20° C.) overnight. The mixture is then stirred into 500 ml of ethyl acetate and washed three times with water. After drying over sodium sulfate and removal of the solvent, the residue is recrystallized from n-he...